Dataset: the Open Reaction Database (ORD), a public repository of structured organic reaction records. Task: describe an organic reaction: reactants, conditions, products, and yield Starting materials: C(CCC(=O)O)(=O)O.NC1=CC(=C(C(=O)NC2CN(N(C2)CC)CC)C=C1Cl)OC (4-amino-5-chloro-N-(1,2-diethyl-4-pyrazolidinyl)-2-methoxybenzamide succinate), CO (methanol), Cl[O-].[Na+] (sodium hypochlorite). Run in C(Cl)(Cl)Cl (chloroform), reagent. Run at temperature -20 celsius, time 1 hour. Yields the product NC1=CC(=C(C(=O)NC2C=NN(C2)CC)C=C1Cl)OC (4-Amino-5-chloro-N-(1-ethyl-4,5-dihydro-1H-pyrazol-4-yl)-2-methoxybenzamide). Yield: 32.0%. RXN SMILES: C(O)(=O)CCC(O)=O.[NH2:9][C:10]1[C:27]([Cl:28])=[CH:26][C:13]([C:14]([NH:16][CH:17]2[CH2:21][N:20](CC)[N:19]([CH2:24][CH3:25])[CH2:18]2)=[O:15])=[C:12]([O:29][CH3:30])[CH:11]=1.CO.Cl[O-].[Na+]>C(Cl)(Cl)Cl>[NH2:9][C:10]1[C:27]([Cl:28])=[CH:26][C:13]([C:14]([NH:16][CH:17]2[CH2:18][N:19]([CH2:24][CH3:25])[N:20]=[CH:21]2)=[O:15])=[C:12]([O:29][CH3:30])[CH:11]=1 |f:0.1,3.4|. Procedure details: To a solution of 8.90 g (0.020 mole) of 4-amino-5-chloro-N-(1,2-diethyl-4-pyrazolidinyl)-2-methoxybenzamide succinate in 400 ml of reagent grade methanol, cooled to -20° C. and under nitrogen atmosphere was added dropwise 80 ml of 5% aqueous sodium hypochlorite over a 20 min period while maintaining the reaction mixture at -20° C. The reaction mixture was stirred for an additional one hour period at 0° C. then diluted with one liter of chloroform. The diluted mixture was washed with 500 ml of wa... The reactants are BrC1=CC=C2C(=C(C=NC2=C1)[N+](=O)[O-])NCC(C)(O)C (1-(7-bromo-3-nitroquinolin-4-ylamino)-2-methylpropan-2-ol). The reagents and catalysts are [Pt] (platinum on carbon). The solvent is C(C)#N (acetonitrile). Yields the product NC=1C=NC2=CC(=CC=C2C1NCC(C)(O)C)Br (1-(3-amino-7-bromoquinolin-4-ylamino)-2-methylpropan-2-ol). Isolated yield 85.7%. As a reaction SMILES: [Br:1][C:2]1[CH:11]=[C:10]2[C:5]([C:6]([NH:15][CH2:16][C:17]([CH3:20])([OH:19])[CH3:18])=[C:7]([N+:12]([O-])=O)[CH:8]=[N:9]2)=[CH:4][CH:3]=1>C(#N)C.[Pt]>[NH2:12][C:7]1[CH:8]=[N:9][C:10]2[C:5]([C:6]=1[NH:15][CH2:16][C:17]([CH3:18])([OH:19])[CH3:20])=[CH:4][CH:3]=[C:2]([Br:1])[CH:11]=2. Procedure details: A solution of 1-(7-bromo-3-nitroquinolin-4-ylamino)-2-methylpropan-2-ol (27.78 g, 81.66 mmol) in acetonitrile (1.2 L) was added to a Parr vessel charged with 5% platinum on carbon (0.84 g), and the reaction was placed under hydrogen pressure (50 psi, 3.4×105 Pa) for two days. The reaction mixture was filtered through a layer of CELITE filter aid, and the filter cake was washed with ethanol (1 L). The filtrate was concentrated under reduced pressure to provide 21.70 g of 1-(3-amino-7-bromoquinoli... The reactants are O=C([O-])[O-], CO, Cl, CC(C)(C)OC(=O)NC(Cc1cc(OC(F)(F)C(F)F)no1)C(O)c1ccc(F)cc1, [K+], [K+], O. Product: NC(Cc1cc(OC(F)(F)C(F)F)no1)C(O)c1ccc(F)cc1. As a reaction SMILES: [C:33](=[O:34])([O-:35])[O-:36].[CH3:39][OH:40].[ClH:32].[F:1][c:2]1[cH:3][cH:4][c:5]([CH:8]([CH:9]([CH2:10][c:11]2[cH:12][c:13]([O:16][C:17]([CH:18]([F:19])[F:20])([F:21])[F:22])[n:14][o:15]2)[NH:23][C:24](=[O:25])[O:26][C:27]([CH3:28])([CH3:29])[CH3:30])[OH:31])[cH:6][cH:7]1.[K+:37].[K+:38].[OH2:41]>>[F:1][c:2]1[cH:3][cH:4][c:5]([CH:8]([CH:9]([CH2:10][c:11]2[cH:12][c:13]([O:16][C:17]([CH:18]([F:19])[F:20])([F:21])[F:22])[n:14][o:15]2)[NH2:23])[OH:31])[cH:6][cH:7]1. Reaction SMILES: [CH2:1]([c:2]1[cH:3][cH:4][cH:5][cH:6][cH:7]1)[O:8][C:9]([CH:10]([NH:11][C:12]([CH:13]([NH:14][C:15]([CH:16]([NH:17][C:18]([CH:19]([NH:20][C:21]([O:22][CH2:23][CH:24]1[c:25]2[cH:26][cH:27][cH:28][cH:29][c:30]2-[c:31]2[c:32]1[cH:33][cH:34][cH:35][cH:36]2)=[O:37])[CH2:38][CH2:39][C:40]([O:41][C:42]([CH3:43])([CH3:44])[CH3:45])=[O:46])=[O:47])[CH2:48][c:49]1[c:50]([CH3:55])[cH:51][cH:52][cH:53][cH:54]1)=[O:56])[C:57]([CH3:58])([CH3:59])[CH3:60])=[O:61])[CH2:62][CH:63]([CH3:64])[CH3:65])=[O:66].[CH2:67]1[CH2:68][CH2:69][NH:70][CH2:71][CH2:72]1.[Cl:73][CH2:74][Cl:75]>>[CH2:1]([c:2]1[cH:3][cH:4][cH:5][cH:6][cH:7]1)[O:8][C:9]([CH:10]([NH:11][C:12]([CH:13]([NH:14][C:15]([CH:16]([NH:17][C:18]([CH:19]([NH2:20])[CH2:38][CH2:39][C:40]([O:41][C:42]([CH3:43])([CH3:44])[CH3:45])=[O:46])=[O:47])[CH2:48][c:49]1[c:50]([CH3:55])[cH:51][cH:52][cH:53][cH:54]1)=[O:56])[C:57]([CH3:58])([CH3:59])[CH3:60])=[O:61])[CH2:62][CH:63]([CH3:64])[CH3:65])=[O:66]. Product: Cc1ccccc1CC(NC(=O)C(N)CCC(=O)OC(C)(C)C)C(=O)NC(C(=O)NC(CC(C)C)C(=O)OCc1ccccc1)C(C)(C)C. The reactants are Cc1ccccc1CC(NC(=O)C(CCC(=O)OC(C)(C)C)NC(=O)OCC1c2ccccc2-c2ccccc21)C(=O)NC(C(=O)NC(CC(C)C)C(=O)OCc1ccccc1)C(C)(C)C, C1CCNCC1, ClCCl. The reactants are Cl, O=C([O-])Cc1ccc(-c2ccc(F)cc2F)cc1, [Na+], [OH-], O. The product is Oc1ccc(-c2ccc(F)cc2F)cc1. As a reaction SMILES: [ClH:21].[F:3][c:4]1[c:5](-[c:11]2[cH:12][cH:13][c:14]([CH2:17][C:18]([O-:19])=[O:20])[cH:15][cH:16]2)[cH:6][cH:7][c:8]([F:10])[cH:9]1.[Na+:2].[OH-:1].[OH2:22]>>[OH:1][c:14]1[cH:13][cH:12][c:11](-[c:5]2[c:4]([F:3])[cH:9][c:8]([F:10])[cH:7][cH:6]2)[cH:16][cH:15]1. The reactants are CC1=CC=2C3=C(NC2C=C1)C1CCN(C3)CC1 (9-methyl-3,4,5,6-tetrahydro-1H-2,5-ethanoazepino[4,3-b]indole), C(#C)C=1C=CC(=NC1)C (5-ethynyl-2-methylpyridine). The product is CC1=CC=2C3=C(N(C2C=C1)\C=C\C=1C=NC(=CC1)C)C1CCN(C3)CC1 (9-methyl-6-[(E)-2-(6-methylpyridin-3-yl)vinyl]-3,4,5,6-tetrahydro-1H-2,5-ethanoazepino[4,3-b]indole). RXN SMILES: [CH3:1][C:2]1[CH:10]=[CH:9][C:8]2[NH:7][C:6]3[CH:11]4[CH2:17][CH2:16][N:14]([CH2:15][C:5]=3[C:4]=2[CH:3]=1)[CH2:13][CH2:12]4.[C:18]([C:20]1[CH:21]=[CH:22][C:23]([CH3:26])=[N:24][CH:25]=1)#[CH:19]>>[CH3:1][C:2]1[CH:10]=[CH:9][C:8]2[N:7](/[CH:19]=[CH:18]/[C:20]3[CH:25]=[N:24][C:23]([CH3:26])=[CH:22][CH:21]=3)[C:6]3[CH:11]4[CH2:12][CH2:13][N:14]([CH2:15][C:5]=3[C:4]=2[CH:3]=1)[CH2:16][CH2:17]4. Reported procedure: The coupling of 9-methyl-3,4,5,6-tetrahydro-1H-2,5-ethanoazepino[4,3-b]indole (453 mg, 2.0 mmol; Example 2B) and 5-ethynyl-2-methylpyridine (937 mg, 8.0 mmol; prepared as described in International Publication No. WO2005090333) was performed according to the procedure described in Example 20 to afford the title compound as the minor isomer: 1H NMR (300 MHz, methanol-d4) δ ppm 2.05-2.19 (m, 4H), 2.41 (s, 3H), 2.53 (s, 3H), 3.00-3.14 (m, 2H), 3.17-3.28 (m, 2H), 3.39-3.47 (m, 1H), 4.22 (s, 2H), 6.7... Starting materials: C1CCOC1, COC(=O)C1C(C(=O)Nc2ccc(Cl)cn2)C1C(=O)Nc1ccc(-n2ccccc2=O)cc1F, Cl, [Li+], [OH-]. Product: O=C(O)C1C(C(=O)Nc2ccc(Cl)cn2)C1C(=O)Nc1ccc(-n2ccccc2=O)cc1F. RXN SMILES: [CH2:38]1[O:39][CH2:40][CH2:41][CH2:42]1.[CH3:1][O:2][C:3](=[O:4])[CH:5]1[CH:6]([C:25]([NH:26][c:27]2[n:28][cH:29][c:30]([Cl:33])[cH:31][cH:32]2)=[O:34])[CH:7]1[C:8]([NH:9][c:10]1[c:11]([F:23])[cH:12][c:13](-[n:16]2[c:17](=[O:22])[cH:18][cH:19][cH:20][cH:21]2)[cH:14][cH:15]1)=[O:24].[ClH:37].[Li+:36].[OH-:35]>>[O:2]=[C:3]([OH:4])[CH:5]1[CH:6]([C:25]([NH:26][c:27]2[n:28][cH:29][c:30]([Cl:33])[cH:31][cH:32]2)=[O:34])[CH:7]1[C:8]([NH:9][c:10]1[c:11]([F:23])[cH:12][c:13](-[n:16]2[c:17](=[O:22])[cH:18][cH:19][cH:20][cH:21]2)[cH:14][cH:15]1)=[O:24].